From a dataset of the Open Reaction Database (ORD), a public repository of structured organic reaction records. describe an organic reaction: reactants, conditions, products, and yield Starting materials: C1CCOC1, COC(=O)c1ccc([N+](=O)[O-])c2c1OCCCO2, CO, CCOCC. Product: COC(=O)c1ccc(N)c2c1OCCCO2. Reaction SMILES: [CH2:19]1[O:20][CH2:21][CH2:22][CH2:23]1.[CH3:1][O:2][C:3](=[O:4])[c:5]1[cH:6][cH:7][c:8]([N+:16]([O-:17])=[O:18])[c:9]2[c:15]1[O:14][CH2:13][CH2:12][CH2:11][O:10]2.[CH3:24][OH:25].[CH3:26][CH2:27][O:28][CH2:29][CH3:30]>>[CH3:1][O:2][C:3](=[O:4])[c:5]1[cH:6][cH:7][c:8]([NH2:16])[c:9]2[c:15]1[O:14][CH2:13][CH2:12][CH2:11][O:10]2. The reactants are CN(COCCCOCc1ccccc1)S(=O)(=O)c1c(Cl)cc(Cl)cc1Cl, C1CCOC1. RXN SMILES: [CH2:1]([c:2]1[cH:3][cH:4][cH:5][cH:6][cH:7]1)[O:8][CH2:9][CH2:10][CH2:11][O:12][CH2:13][N:14]([S:15](=[O:16])(=[O:17])[c:18]1[c:19]([Cl:26])[cH:20][c:21]([Cl:25])[cH:22][c:23]1[Cl:24])[CH3:27].[CH2:28]1[O:29][CH2:30][CH2:31][CH2:32]1>>[OH:8][CH2:9][CH2:10][CH2:11][O:12][CH2:13][N:14]([S:15](=[O:16])(=[O:17])[c:18]1[c:19]([Cl:26])[cH:20][c:21]([Cl:25])[cH:22][c:23]1[Cl:24])[CH3:27]. The product is CN(COCCCO)S(=O)(=O)c1c(Cl)cc(Cl)cc1Cl.